The task is: describe an organic reaction: reactants, conditions, products, and yield. This data is from the Open Reaction Database (ORD), a public repository of structured organic reaction records. The reactants are CC(=O)C=1C=CC(=CC1)O (4-hydroxyacetophenone), C(=O)([O-])[O-].[K+].[K+] (K2CO3), BrCCCCC (1-bromopentane), O (water). Solvent: CN(C)C=O (DMF). Reaction conditions: temperature 60 celsius. Product: C(CCCC)OC1=CC=C(C=C1)C(C)=O (1-(4-(pentyloxy)phenyl)ethanone). Isolated yield 86.3%. RXN SMILES: [CH3:1][C:2]([C:4]1[CH:5]=[CH:6][C:7]([OH:10])=[CH:8][CH:9]=1)=[O:3].C([O-])([O-])=O.[K+].[K+].Br[CH2:18][CH2:19][CH2:20][CH2:21][CH3:22].O>CN(C=O)C>[CH2:18]([O:10][C:7]1[CH:8]=[CH:9][C:4]([C:2](=[O:3])[CH3:1])=[CH:5][CH:6]=1)[CH2:19][CH2:20][CH2:21][CH3:22] |f:1.2.3|. Procedure: To a solution of the 4-hydroxyacetophenone (1.0 g, 7.3 mmol) in 5 mL DMF under Ar was added K2CO3 (1.0 g, 7.3 mmol) and 1-bromopentane (1.1 mL, 8.7 mmol) and heated at 60° C. overnight. The reaction mixture was cooled to room temperature, poured into water (100 mL) and extracted with EtOAc. The organic layer was washed with brine, dried and evaporated to afford a residue which upon purification by combiflash, eluting with 5% EtOAc in Hexane afforded 1.3 g product (86%). 1H NMR (500 MHz, CDCl3): ... The reactants are CC1=C(N=CN1)CSCCNC1=NS(N=C1OC)(=O)=O (3-{2-[(5-methyl-1H-imidazol-4-yl)methylthio]ethylamino}-4-methoxy-1,2,5-thiadiazole 1,1-dioxide), [OH-].[Na+] (sodium hydroxide). Run in CO (methanol). Yields the product OC1=NS(N=C1NCCSCC=1N=CNC1C)(=O)=O (3-Hydroxy-4-{2-[(5-methyl-1H-imidazol-4-yl)methylthio]ethylamino}-1,2,5-thiadiazole 1,1-dioxide). As a reaction SMILES: [CH3:1][C:2]1[NH:6][CH:5]=[N:4][C:3]=1[CH2:7][S:8][CH2:9][CH2:10][NH:11][C:12]1[C:16]([O:17]C)=[N:15][S:14](=[O:20])(=[O:19])[N:13]=1.[OH-].[Na+]>CO>[OH:17][C:16]1[C:12]([NH:11][CH2:10][CH2:9][S:8][CH2:7][C:3]2[N:4]=[CH:5][NH:6][C:2]=2[CH3:1])=[N:13][S:14](=[O:19])(=[O:20])[N:15]=1 |f:1.2|. Reported procedure: When a methanolic solution of 3-{2-[(5-methyl-1H-imidazol-4-yl)methylthio]ethylamino}-4-methoxy-1,2,5-thiadiazole 1,1-dioxide [prepared by the procedure of Step A of Example 1] is treated with a solution of sodium hydroxide in methanol by the general procedure of Example 17, Step B, the title compound is produced, mp 263°-265° (dec). Reactants: COc1cc2nc(C(C)(C)C)sc2cc1N=C=S, CN(C)C=O, O=C(O)CCS. Product: COc1cc2nc(C(C)(C)C)sc2cc1NC(=S)SCCC(=O)O. RXN SMILES: [C:1]([CH3:2])([CH3:3])([CH3:4])[c:5]1[s:6][c:7]2[c:8]([n:9]1)[cH:10][c:11]([O:17][CH3:18])[c:12]([N:14]=[C:15]=[S:16])[cH:13]2.[CH3:25][N:26]([CH3:27])[CH:28]=[O:29].[SH:19][CH2:20][CH2:21][C:22](=[O:23])[OH:24]>>[C:1]([CH3:2])([CH3:3])([CH3:4])[c:5]1[s:6][c:7]2[c:8]([n:9]1)[cH:10][c:11]([O:17][CH3:18])[c:12]([NH:14][C:15](=[S:16])[S:19][CH2:20][CH2:21][C:22](=[O:23])[OH:24])[cH:13]2.